This data is from the Open Reaction Database (ORD), a public repository of structured organic reaction records. The task is: describe an organic reaction: reactants, conditions, products, and yield As a reaction SMILES: [C:13]([CH3:14])([CH3:15])([CH3:16])[Si:17]([O:18][CH:19]([C:20](=[O:21])[O:22][CH3:23])[CH2:24][O:25][CH2:26][CH3:27])([CH3:28])[CH3:29].[C:30]([CH:31]([CH:32]([C:33]([O-:34])=[O:35])[OH:36])[OH:37])([O-:38])=[O:39].[CH3:1][Al:2]([CH3:3])[CH3:4].[CH3:42][c:43]1[cH:44][cH:45][cH:46][cH:47][cH:48]1.[CH3:5][c:6]1[n:7][cH:8][c:9]([NH2:12])[n:10][cH:11]1.[K+:40].[Na+:41].[OH2:49]>>[CH3:5][c:6]1[n:7][cH:8][c:9]([NH:12][C:20]([CH:19]([O:18][Si:17]([C:13]([CH3:14])([CH3:15])[CH3:16])([CH3:28])[CH3:29])[CH2:24][O:25][CH2:26][CH3:27])=[O:21])[n:10][cH:11]1. Reactants: CCOCC(O[Si](C)(C)C(C)(C)C)C(=O)OC, O=C([O-])C(O)C(O)C(=O)[O-], C[Al](C)C, Cc1ccccc1, Cc1cnc(N)cn1, [K+], [Na+], O. Product: CCOCC(O[Si](C)(C)C(C)(C)C)C(=O)Nc1cnc(C)cn1. Procedure: A solution of 0.54 g (0.0023 mol) of [2-(1H-inden-3-yl)-1-methylethyl]pyridine in 20 ml of tetrahydrofuran was cooled to −100° C. 1.72 ml of a 15% strength n-butyllithium solution in hexane (0.0027 mol) were slowly added dropwise. After the addition was complete, the reaction mixture was stirred at −100° C. for a further 30 minutes. The mixture was subsequently allowed to warm to room temperature. After stirring for a further 1 hour, the solution was cooled to −60° C. and 1.1 g (0.0029 mol) of c... Yields the product [Cl-].[Cl-].N1=C(C=CC=C1)C(C)(C)C1=CC(C2=CC=CC=C12)[Cr+2] ((3-(2-pyridyl-1-methylethyl)indenyl)chromium dichloride). Solvent: O1CCCC1 (tetrahydrofuran). Conditions: temperature -100 celsius, time 30 minute. RXN SMILES: C1C2C(=CC=CC=2)C(CC([C:13]2C=CC=C[N:14]=2)C)=C1.[CH2:19]([Li])[CH2:20][CH2:21][CH3:22].[CH3:24][CH2:25][CH2:26]CCC.O1[CH2:34][CH2:33][CH2:32][CH2:31]1.O1[CH2:39][CH2:38][CH2:37][CH2:36]1.O1CCC[CH2:41]1.[Cl-:45].[Cl-].[Cl-].[Cr+3:48]>O1CCCC1>[Cl-:45].[Cl-:45].[N:14]1[CH:13]=[CH:19][CH:20]=[CH:21][C:22]=1[C:32]([C:33]1[C:34]2[C:38](=[CH:39][CH:24]=[CH:25][CH:26]=2)[CH:37]([Cr+2:48])[CH:36]=1)([CH3:41])[CH3:31] |f:3.4.5.6.7.8.9,11.12.13|. Starting materials: O1CCCC1.O1CCCC1.O1CCCC1.[Cl-].[Cl-].[Cl-].[Cr+3] (chromium trichloride tris(tetrahydrofuran)), C(CCC)[Li] (n-butyllithium), CCCCCC (hexane), C1C=C(C2=CC=CC=C12)CC(C)C1=NC=CC=C1 ([2-(1H-inden-3-yl)-1-methylethyl]pyridine). Reactants: C1(CC1)[Mg]Br (cyclopropylmagnesium bromide), C(C)OCC (diethyl ether), C(CCC)/N=C/C1=C(C=CC=C1C)Cl (butyl-[1-(2-chloro-6-methyl-phenyl)-meth-(E)-ylidene]-amine), C1(CC1)[Mg]Br (cyclopropylmagnesium bromide), C1(CC1)Br (cyclopropyl bromide), [Mg] (magnesium), C(C)OCC (diethyl ether). Reagents/catalysts: [Cl-].[Mn+2].[Cl-] (manganese(II) chloride). Solvent: O1CCCC1 (tetrahydrofuran). Run at temperature 60 celsius. Product: C1(CC1)C1=C(C=O)C(=CC=C1)C (2-Cyclopropyl-6-methyl-benzaldehyde). Isolated yield 65.0%. RXN SMILES: [CH:1]1([Mg]Br)[CH2:3][CH2:2]1.C1(Br)CC1.[Mg].C(/N=[CH:16]/[C:17]1[C:22]([CH3:23])=[CH:21][CH:20]=[CH:19][C:18]=1Cl)CCC.C([O:27]CC)C>O1CCCC1.[Cl-].[Mn+2].[Cl-]>[CH:1]1([C:18]2[CH:19]=[CH:20][CH:21]=[C:22]([CH3:23])[C:17]=2[CH:16]=[O:27])[CH2:3][CH2:2]1 |f:6.7.8|. Procedure details: This compound was prepared using methodology described in Synthesis 1999, 2138-2144. A solution of cyclopropylmagnesium bromide was first prepared by dropwise addition of a solution of 3.06 ml (38.2 mmol) cyclopropyl bromide in 15 ml diethyl ether to 0.93 g (38.2 mmol) magnesium turnings followed by heating at reflux for 5 min. Meanwhile, to a solution of 3.20 g (15.3 mmol) butyl-[1-(2-chloro-6-methyl-phenyl)-meth-(E)-ylidene]-amine in 30 ml tetrahydrofuran at 0° C. was added 0.19 g (1.53 mmol) ... Reactants: N(=[N+]=[N-])CC(C1=C(C=C(C=C1)Cl)Cl)N1CCCCC1 (1-[2-azido-1-(2,4-dichlorophenyl)ethyl]piperidine), [H-].[Al+3].[Li+].[H-].[H-].[H-] (lithium aluminum hydride), [Cl-].[Al+3].[Cl-].[Cl-] (aluminum chloride). Yields the product ClC1=C(C=CC(=C1)Cl)C(CN)N1CCCCC1 (β-(2,4-Dichlorophenyl)-1-piperidineethanamine). As a reaction SMILES: [N:1]([CH2:4][CH:5]([N:14]1[CH2:19][CH2:18][CH2:17][CH2:16][CH2:15]1)[C:6]1[CH:11]=[CH:10][C:9]([Cl:12])=[CH:8][C:7]=1[Cl:13])=[N+]=[N-].[H-].[Al+3].[Li+].[H-].[H-].[H-].[Cl-].[Al+3].[Cl-].[Cl-]>>[Cl:13][C:7]1[CH:8]=[C:9]([Cl:12])[CH:10]=[CH:11][C:6]=1[CH:5]([N:14]1[CH2:15][CH2:16][CH2:17][CH2:18][CH2:19]1)[CH2:4][NH2:1] |f:1.2.3.4.5.6,7.8.9.10|. Procedure: In a manner similar to Preparation 5 react 1-[2-azido-1-(2,4-dichlorophenyl)ethyl]piperidine with lithium aluminum hydride and aluminum chloride to obtain the title compound.